From a dataset of the Open Reaction Database (ORD), a public repository of structured organic reaction records. describe an organic reaction: reactants, conditions, products, and yield Reactants: C(CCC)[Sn](CCCC)(CCCC)Cl (tributyltin chloride), Cl.BrC1=CC=NC=C1 (4-bromopyridine hydrochloride), [Li]CCCC (n-BuLi), solution, [NH4+].[Cl-] (NH4Cl). Run in CCOCC (Et2O). Reaction conditions: temperature -30 celsius. Yields the product C(CCC)[Sn](C1=CC=NC=C1)(CCCC)CCCC (4-Tributylstannylpyridine). RXN SMILES: Cl.Br[C:3]1[CH:8]=[CH:7][N:6]=[CH:5][CH:4]=1.[Li]CCCC.[CH2:14]([Sn:18](Cl)([CH2:23][CH2:24][CH2:25][CH3:26])[CH2:19][CH2:20][CH2:21][CH3:22])[CH2:15][CH2:16][CH3:17].[NH4+].[Cl-]>CCOCC>[CH2:23]([Sn:18]([CH2:14][CH2:15][CH2:16][CH3:17])([CH2:19][CH2:20][CH2:21][CH3:22])[C:3]1[CH:8]=[CH:7][N:6]=[CH:5][CH:4]=1)[CH2:24][CH2:25][CH3:26] |f:0.1,4.5|. Procedure: To a suspension of 4-bromopyridine hydrochloride (1.5 g) in Et2O (20 mL) at -78° C. was added n-BuLi (6.2 mL of a 2.5M solution). After 30 min. the mixture was warmed to -30° C., tributyltin chloride (2.1 mL) was added and the mixture warmed to 0° C. Saturated NH4Cl was added and extracted with Et2O. The organics were washed with H2O, brine, dried (MgSO4) and concentrated. Chromatography (silica gel; EtOAc/hexane (15:85)) provided the title compound as an oil. The reactants are BrCc1ccccc1, CC(C)(C)OC(=O)C(Cc1ccccc1C(=O)O)C(O)C1CCCCC1, O=C([O-])[O-], CN(C)C=O, [K+], [K+]. Product: CC(C)(C)OC(=O)C(Cc1ccccc1C(=O)OCc1ccccc1)C(O)C1CCCCC1. Reaction SMILES: [Br:27][CH2:28][c:29]1[cH:30][cH:31][cH:32][cH:33][cH:34]1.[C:1](=[O:2])([OH:3])[c:4]1[c:5]([CH2:10][CH:11]([C:12](=[O:13])[O:14][C:15]([CH3:16])([CH3:17])[CH3:18])[CH:19]([OH:20])[CH:21]2[CH2:22][CH2:23][CH2:24][CH2:25][CH2:26]2)[cH:6][cH:7][cH:8][cH:9]1.[C:35](=[O:36])([O-:37])[O-:38].[CH3:41][N:42]([CH3:43])[CH:44]=[O:45].[K+:39].[K+:40]>>[C:1]([O:2][CH2:28][c:29]1[cH:30][cH:31][cH:32][cH:33][cH:34]1)(=[O:3])[c:4]1[c:5]([CH2:10][CH:11]([C:12](=[O:13])[O:14][C:15]([CH3:16])([CH3:17])[CH3:18])[CH:19]([OH:20])[CH:21]2[CH2:22][CH2:23][CH2:24][CH2:25][CH2:26]2)[cH:6][cH:7][cH:8][cH:9]1. Reactants: C(Cl)(Cl)Cl (chloroform), COC1=C2CCCC(C2=CC=C1)=C (5-Methoxy-1-methylene-1,2,3,4-tetrahydro-naphthalene), O.O.O.[N+](=O)([O-])[O-].[Tl+3].[N+](=O)([O-])[O-].[N+](=O)([O-])[O-] (thallium(III)nitrate trihydrate). Run in CO (MeOH), CO (MeOH). Run at time 1 minute. Product: COC1=CC=CC2=C1CCCC(C2)=O (1-Methoxy-5,7,8,9-tetrahydro-benzocyclohepten-6-one), products. Yield: 97.0%. RXN SMILES: [CH3:1][O:2][C:3]1[CH:12]=[CH:11][CH:10]=[C:9]2[C:4]=1[CH2:5][CH2:6][CH2:7][C:8]2=[CH2:13].O.O.O.[N+]([O-])([O-])=[O:18].[Tl+3].[N+]([O-])([O-])=O.[N+]([O-])([O-])=O.C(Cl)(Cl)Cl>CO>[CH3:1][O:2][C:3]1[C:4]2[CH2:5][CH2:6][CH2:7][C:13](=[O:18])[CH2:8][C:9]=2[CH:10]=[CH:11][CH:12]=1 |f:1.2.3.4.5.6.7|. Procedure details: 5-Methoxy-1-methylene-1,2,3,4-tetrahydro-naphthalene (23.8 g, 0.137 mol) in 150 mL MeOH added in one portion to freshly prepared solution of thallium(III)nitrate trihydrate (1.0 eq) in 300 mL MeOH. Stirred one minute and 400 mL chloroform added. The solution was filtered and the organics partitioned between dichloromethane and water. The organics were dried (MgSO4) and concentrated. Purification by chromatography (ISCO, 330 g silica cartridge; stepwise elution hexane (5 min) then 7 minute gradie... The reactants are Br, CC(N)C(=O)N1CCCC1C(=O)Nc1ccccc1, O=S(=O)(Cl)c1ccccc1. Yields the product CC(NS(=O)(=O)c1ccccc1)C(=O)N1CCCC1C(=O)Nc1ccccc1. Reaction SMILES: [BrH:1].[NH2:2][CH:3]([CH3:4])[C:5](=[O:6])[N:7]1[CH:8]([C:9](=[O:10])[NH:11][c:12]2[cH:13][cH:14][cH:15][cH:16][cH:17]2)[CH2:18][CH2:19][CH2:20]1.[c:21]1([S:27](=[O:28])(=[O:29])[Cl:30])[cH:22][cH:23][cH:24][cH:25][cH:26]1>>[NH:2]([CH:3]([CH3:4])[C:5](=[O:6])[N:7]1[CH:8]([C:9](=[O:10])[NH:11][c:12]2[cH:13][cH:14][cH:15][cH:16][cH:17]2)[CH2:18][CH2:19][CH2:20]1)[S:27]([c:21]1[cH:22][cH:23][cH:24][cH:25][cH:26]1)(=[O:28])=[O:29]. Reactants: FC1=CC=CC=C1 (fluorobenzene), O1C(=CC=C1)C(=O)O (furoic acid). The reagents and catalysts are [Cl-].[Al+3].[Cl-].[Cl-] (aluminum chloride). Run at temperature 95 celsius, time 16 hour. Product: FC=1C=C2C=CC=C(C2=CC1)C(=O)O (6-Fluoro-1-naphthoic acid). Yield: 6.1%. Reaction SMILES: [F:1][C:2]1[CH:7]=[CH:6][CH:5]=[CH:4][CH:3]=1.O1[CH:12]=[CH:11][CH:10]=[C:9]1[C:13]([OH:15])=[O:14]>[Cl-].[Al+3].[Cl-].[Cl-]>[F:1][C:2]1[CH:7]=[C:6]2[C:5](=[CH:4][CH:3]=1)[C:9]([C:13]([OH:15])=[O:14])=[CH:10][CH:11]=[CH:12]2 |f:2.3.4.5|. Reported procedure: To a 1 liter round-bottomed flask equipped with condenser and N2 inlet were added 345 ml (3.68 mol) of fluorobenzene and 48 g (0.428 mol) of furoic acid. To the stirring suspension was added in portions 120 g (0.899 mmol of aluminum chloride. The reaction mixture was stirred at 95° C. for 16 hours and then quenched by addition to ice/water/1N HCl. After stirring 1 hour, the aqueous layer was decanted, and benzene and a saturated aqueous solution of sodium bicarbonate were added. After stirring 1... The reactants are COC(C(CC1CCCC1)N1N=CC(=CC1=O)OC1=C(C=CC=C1)C(C)=O)=O (2-[4-(2-acetyl-phenoxy)-6-oxo-6H-pyridazin-1-yl]-3-cyclopentyl-propionic acid methyl ester). The solvent is O1CCOCC1 (1,4-dioxane), Cl (hydrochloric acid). Run at temperature 25 celsius, time 1 hour. Yields the product C(C)(=O)C1=C(OC=2C=NN(C(C2)=O)C(C(=O)O)CC2CCCC2)C=CC=C1 (2-[4-(2-acetyl-phenoxy)-6-oxo-6H-pyridazin-1-yl]-3-cyclopentyl-propionic acid). Yield: 53.1%. As a reaction SMILES: C[O:2][C:3](=[O:28])[CH:4]([N:11]1[C:16](=[O:17])[CH:15]=[C:14]([O:18][C:19]2[CH:24]=[CH:23][CH:22]=[CH:21][C:20]=2[C:25](=[O:27])[CH3:26])[CH:13]=[N:12]1)[CH2:5][CH:6]1[CH2:10][CH2:9][CH2:8][CH2:7]1>O1CCOCC1.Cl>[C:25]([C:20]1[CH:21]=[CH:22][CH:23]=[CH:24][C:19]=1[O:18][C:14]1[CH:13]=[N:12][N:11]([CH:4]([CH2:5][CH:6]2[CH2:7][CH2:8][CH2:9][CH2:10]2)[C:3]([OH:28])=[O:2])[C:16](=[O:17])[CH:15]=1)(=[O:27])[CH3:26]. Procedure details: A solution of 2-[4-(2-acetyl-phenoxy)-6-oxo-6H-pyridazin-1-yl]-3-cyclopentyl-propionic acid methyl ester (23.4 g, 0.061 mol) in 1,4-dioxane (230 mL) and hydrochloric acid (230 mL) was stirred at reflux overnight. After this time, the reaction was cooled to 25° C., concentrated in vacuo, and was treated with acetone (200 mL) and stirred at 25° C. for 1 h. The resulting precipitate was collected by filtration, washed with petroleum ether, acetone, ethyl acetate, and then dried to afford 2-[4-(2-ac... Reactants: O=C([O-])[O-], CCCCCC(O)CCC1CCC(CCCCCCCC(=O)OC)O1, CO, [K+], [K+]. The product is CCCCCC(O)CCC1CCC(CCCCCCCC(=O)O)O1. RXN SMILES: [C:26](=[O:27])([O-:28])[O-:29].[CH3:1][O:2][C:3]([CH2:4][CH2:5][CH2:6][CH2:7][CH2:8][CH2:9][CH2:10][CH:11]1[O:12][CH:13]([CH2:16][CH2:17][CH:18]([CH2:19][CH2:20][CH2:21][CH2:22][CH3:23])[OH:24])[CH2:14][CH2:15]1)=[O:25].[CH3:32][OH:33].[K+:30].[K+:31]>>[O:2]=[C:3]([CH2:4][CH2:5][CH2:6][CH2:7][CH2:8][CH2:9][CH2:10][CH:11]1[O:12][CH:13]([CH2:16][CH2:17][CH:18]([CH2:19][CH2:20][CH2:21][CH2:22][CH3:23])[OH:24])[CH2:14][CH2:15]1)[OH:25].